This data is from the Open Reaction Database (ORD), a public repository of structured organic reaction records. The task is: describe an organic reaction: reactants, conditions, products, and yield Starting materials: BrC=1C=C2C(=C(N(C(C2=CC1)=O)CC1CC1)CCl)OCCCC (6-bromo-4-butoxy-3-chloromethyl-2-cyclopropylmethyl-1(2H)-isoquinolinone), C1(C=2C(C(N1)=O)=CC=CC2)=O.[K] (potassium phthalimide), O (water). Run in CN(C=O)C (N,N-dimethylformamide). The product is BrC=1C=C2C(=C(N(C(C2=CC1)=O)CC1CC1)CN1C(C2=CC=CC=C2C1=O)=O)OCCCC (2-[(6-bromo-4-butoxy-2-cyclopropylmethyl-1-oxo-1,2-dihydro-3-isoquinolinyl)methyl]-1H-isoindole-1,3(2H)-dione). The yield is 92.1%. Reaction SMILES: [Br:1][C:2]1[CH:3]=[C:4]2[C:9](=[CH:10][CH:11]=1)[C:8](=[O:12])[N:7]([CH2:13][CH:14]1[CH2:16][CH2:15]1)[C:6]([CH2:17]Cl)=[C:5]2[O:19][CH2:20][CH2:21][CH2:22][CH3:23].[C:24]1(=[O:34])[NH:28][C:27](=[O:29])[C:26]2=[CH:30][CH:31]=[CH:32][CH:33]=[C:25]12.[K].O>CN(C)C=O>[Br:1][C:2]1[CH:3]=[C:4]2[C:9](=[CH:10][CH:11]=1)[C:8](=[O:12])[N:7]([CH2:13][CH:14]1[CH2:16][CH2:15]1)[C:6]([CH2:17][N:28]1[C:24](=[O:34])[C:25]3[C:26](=[CH:30][CH:31]=[CH:32][CH:33]=3)[C:27]1=[O:29])=[C:5]2[O:19][CH2:20][CH2:21][CH2:22][CH3:23] |f:1.2,^1:34|. Reported procedure: A solution of 6-bromo-4-butoxy-3-chloromethyl-2-cyclopropylmethyl-1(2H)-isoquinolinone (5.58 g, 14 mmol) and potassium phthalimide (3.89 g, 21 mmol) in N,N-dimethylformamide (50 mL) was stirred at room temperature for 5 h. The reaction mixture was poured into water and extracted with ethyl acetate. After washing the extract with water, the extract was dried over anhydrous magnesium sulfate and concentrated under reduced pressure. The obtained crystals were recrystallized from tetrahydrofuran-n-h...